Dataset: the Open Reaction Database (ORD), a public repository of structured organic reaction records. Task: describe an organic reaction: reactants, conditions, products, and yield The reactants are ClC1=CC=C(C=C1)C(C(=O)NC(C(CC(=O)[O-])=O)(C(C)C)C)C (4-[2-(4-chlorophenyl)propanoylamino]-4,5-dimethyl-3-oxohexanoate), [OH-].[Na+] (sodium hydroxide), CC(C)O (2-propanol), S(O)(O)(=O)=O (sulfuric acid). Solvent: O (water), O (water). Run at temperature 60 celsius. The product is ClC1=CC=C(C=C1)C(C(=O)NC(C(C)=O)(C(C)C)C)C (2-(4-chlorophenyl)-N-[1-methyl-1-(methylethyl)-2-oxopropyl]propanamide). Isolated yield 89.7%. RXN SMILES: [Cl:1][C:2]1[CH:7]=[CH:6][C:5]([CH:8]([CH3:23])[C:9]([NH:11][C:12]([CH3:22])([CH:19]([CH3:21])[CH3:20])[C:13](=[O:18])[CH2:14]C([O-])=O)=[O:10])=[CH:4][CH:3]=1.CC(O)C.S(=O)(=O)(O)O.[OH-].[Na+]>O>[Cl:1][C:2]1[CH:3]=[CH:4][C:5]([CH:8]([CH3:23])[C:9]([NH:11][C:12]([CH3:22])([CH:19]([CH3:20])[CH3:21])[C:13](=[O:18])[CH3:14])=[O:10])=[CH:6][CH:7]=1 |f:3.4|. Procedure details: In a reactor were placed 57.5 g (0.156 mole) of 4-[2-(4-chlorophenyl)propanoylamino]-4,5-dimethyl-3-oxohexanoate, 156 ml of 2-propanol, 62.4 ml of water and 15.6 ml of concentrated sulfuric acid. The mixture was refluxed for 7 hours with heating, to give rise to a reaction. After the completion of the reaction, the reaction mixture was cooled to 60° C. 446 ml of water was added for further cooling. The mixture was neutralized with a 23% aqueous sodium hydroxide solution. The precipitated crystal... Reactants: COC(=O)CBr, CC#N, Cl, [K+], [K+], CC(C)Oc1ccc(-c2nnc(-c3cccc4c3CCC4N)s2)cc1C#N, O=C([O-])[O-]. The product is COC(=O)CNC1CCc2c(-c3nnc(-c4ccc(OC(C)C)c(C#N)c4)s3)cccc21. RXN SMILES: [Br:35][CH2:36][C:37](=[O:38])[O:39][CH3:40].[CH3:41][C:42]#[N:43].[ClH:1].[K+:29].[K+:30].[NH2:2][CH:3]1[CH2:4][CH2:5][c:6]2[c:7](-[c:12]3[n:13][n:14][c:15](-[c:17]4[cH:18][cH:19][c:20]([O:25][CH:26]([CH3:27])[CH3:28])[c:21]([C:22]#[N:23])[cH:24]4)[s:16]3)[cH:8][cH:9][cH:10][c:11]21.[O-:31][C:32]([O-:33])=[O:34]>>[NH:2]([CH:3]1[CH2:4][CH2:5][c:6]2[c:7](-[c:12]3[n:13][n:14][c:15](-[c:17]4[cH:18][cH:19][c:20]([O:25][CH:26]([CH3:27])[CH3:28])[c:21]([C:22]#[N:23])[cH:24]4)[s:16]3)[cH:8][cH:9][cH:10][c:11]21)[CH2:36][C:37](=[O:38])[O:39][CH3:40]. The reactants are [N+](=O)([O-])[O-].[Cu+2].[N+](=O)([O-])[O-] (copper nitrate), C(CCCCCCC\C=C/CCCCCCCC)(=O)[O-].[Na+] (sodium oleate), C(CCCCCCC\C=C/CCCCCCCC)(=O)[O-].[Na+] (sodium oleate). Run at temperature 60 celsius. Procedure: First, copper oleate was prepared by the known procedure. Thus, commercial sodium oleate was dissolved in pure water under heating at 60° C. Separately, an equivalent of copper nitrate was dissolved in pure water and the solution was added to the above aqueous solution of sodium oleate. The copper oleate separating out as oil was recovered using a separatory funnel. Solvent: O (water), O (water). As a reaction SMILES: [C:1]([O-:20])(=[O:19])[CH2:2][CH2:3][CH2:4][CH2:5][CH2:6][CH2:7][CH2:8]/[CH:9]=[CH:10]\[CH2:11][CH2:12][CH2:13][CH2:14][CH2:15][CH2:16][CH2:17][CH3:18].[Na+].[N+]([O-])([O-])=O.[Cu+2:26].[N+]([O-])([O-])=O>O>[C:1]([O-:20])(=[O:19])[CH2:2][CH2:3][CH2:4][CH2:5][CH2:6][CH2:7][CH2:8]/[CH:9]=[CH:10]\[CH2:11][CH2:12][CH2:13][CH2:14][CH2:15][CH2:16][CH2:17][CH3:18].[Cu+2:26].[C:1]([O-:20])(=[O:19])[CH2:2][CH2:3][CH2:4][CH2:5][CH2:6][CH2:7][CH2:8]/[CH:9]=[CH:10]\[CH2:11][CH2:12][CH2:13][CH2:14][CH2:15][CH2:16][CH2:17][CH3:18] |f:0.1,2.3.4,6.7.8|. The product is C(CCCCCCC\C=C/CCCCCCCC)(=O)[O-].[Cu+2].C(CCCCCCC\C=C/CCCCCCCC)(=O)[O-] (copper oleate). Procedure details: (S)-7,8-dihydro-8-ethoxymethyl-3-(5-hydroxyhexyl)-1-methyl-1H-imidazo[2,1-f]-purine-2,4(3H,6H)-dione was prepared according to the method described for the synthesis of (R)-7,8-dihydro-8-ethoxymethyl-3-(5-hydroxyhexyl)-1-methyl-1H-imidazo[2,1-f]-purine-2,4(3H,6H)-dione but using (S)-5-acetoxy-1-chlorohexane in place of (R)-5-acetoxy-1-chlorohexane. Product: C(C)OCN1CCN2C1=NC=1N(C(N(C(C21)=O)CCCC[C@H](C)O)=O)C ((S)-7,8-dihydro-8-ethoxymethyl-3-(5-hydroxyhexyl)-1-methyl-1H-imidazo[2,1-f]-purine-2,4(3H,6H)-dione). As a reaction SMILES: [CH2:1]([O:3][CH2:4][N:5]1[C:9]2=[N:10][C:11]3[N:12]([CH3:26])[C:13](=[O:25])[N:14]([CH2:18][CH2:19][CH2:20][CH2:21][C@H:22]([OH:24])[CH3:23])[C:15](=[O:17])[C:16]=3[N:8]2[CH2:7][CH2:6]1)[CH3:2].C(O[C@@H](C)CCCCCl)(=O)C>>[CH2:1]([O:3][CH2:4][N:5]1[C:9]2=[N:10][C:11]3[N:12]([CH3:26])[C:13](=[O:25])[N:14]([CH2:18][CH2:19][CH2:20][CH2:21][C@@H:22]([OH:24])[CH3:23])[C:15](=[O:17])[C:16]=3[N:8]2[CH2:7][CH2:6]1)[CH3:2]. Reactants: C(C)OCN1CCN2C1=NC=1N(C(N(C(C21)=O)CCCC[C@@H](C)O)=O)C ((R)-7,8-dihydro-8-ethoxymethyl-3-(5-hydroxyhexyl)-1-methyl-1H-imidazo[2,1-f]-purine-2,4(3H,6H)-dione), C(C)(=O)O[C@H](CCCCCl)C ((S)-5-acetoxy-1-chlorohexane). Starting materials: KHCO3, C(C)(C)(C)OC(=O)N1CC(C=2C3=C(C(=CC12)[N+](=O)[O-])C=CC=C3)CCl (3-(tert-butyloxycarbonyl)-1-chloromethyl-5-nitro-1,2-dihydro-3H-benz[e]indole), Cl.CN(CCOC1=C(C=C2C=C(NC2=C1)C(=O)O)OC)C (6-[2-(dimethylamino)ethoxy]-5-methoxyindole-2-carboxylic acid hydrochloride), CCN=C=NCCCN(C)C.Cl (EDCI.HCl). Run in CC(=O)N(C)C (DMA). Yields the product ClCC1CN(C=2C=C(C3=C(C12)C=CC=C3)[N+](=O)[O-])C(=O)C=3NC1=CC(=C(C=C1C3)OC)OCCN(C)C (1-(chloromethyl)-3-[[6-[2-(dimethylamino)ethoxy]-5-methoxyindol-2-yl]carbonyl]-5-nitro-1,2-dihydro-3H-benz[e]indole). Isolated yield 47.8%. RXN SMILES: C(O[C:6]([N:8]1[C:16]2[CH:15]=[C:14]([N+:17]([O-:19])=[O:18])[C:13]3[CH:20]=[CH:21][CH:22]=[CH:23][C:12]=3[C:11]=2[CH:10]([CH2:24][Cl:25])[CH2:9]1)=[O:7])(C)(C)C.Cl.[CH3:27][N:28]([CH3:46])[CH2:29][CH2:30][O:31][C:32]1[CH:40]=[C:39]2[C:35]([CH:36]=[C:37](C(O)=O)[NH:38]2)=[CH:34][C:33]=1[O:44][CH3:45].CCN=C=NCCCN(C)C.Cl>CC(N(C)C)=O>[Cl:25][CH2:24][CH:10]1[C:11]2[C:12]3[CH:23]=[CH:22][CH:21]=[CH:20][C:13]=3[C:14]([N+:17]([O-:19])=[O:18])=[CH:15][C:16]=2[N:8]([C:6]([C:37]2[NH:38][C:39]3[C:35]([CH:36]=2)=[CH:34][C:33]([O:44][CH3:45])=[C:32]([O:31][CH2:30][CH2:29][N:28]([CH3:27])[CH3:46])[CH:40]=3)=[O:7])[CH2:9]1 |f:1.2,3.4|. Reported procedure: Deprotection of 13 (260 mg, 0.72 mmol) as in Example C, and reaction of the product with 6-[2-(dimethylamino)ethoxy]-5-methoxyindole-2-carboxylic acid hydrochloride (230 mg, 0.73 mmol), EDCI.HCl (345 mg, 1.80 mmol) and DMA (3 mL) at 20° C. for 3 h gave a solid. This was shaken with dilute KHCO3 and the resulting gelatinous solid was collected and chromatographed on alumina-90. Elution with EtOAc/MeOH (10:1) provided the crude product which was recrystallised from EtOAc/i-Pr2O, followed by CH2Cl2...